Dataset: the Open Reaction Database (ORD), a public repository of structured organic reaction records. Task: describe an organic reaction: reactants, conditions, products, and yield Reactants: solution, C(CCC)[Li] (butyllithium), CI (methyl iodide), [Cl-].[Na+] (sodium chloride), O1C(CCCC1)OCCCCCP(OCC)(OCC)=O (diethyl 5-(tetrahydropyran-2-yloxy)pentylphosphonate). Solvent: CCCCCC (hexane), C(C)(=O)OCC (ethyl acetate), O1CCCC1 (tetrahydrofuran). Run at temperature -70 celsius, time 30 minute. The product is CC(CCCCOC1OCCCC1)P(OCC)(OCC)=O (Diethyl 1-methyl-5-(tetrahydropyran-2-yloxy)pentylphosphonate). RXN SMILES: [O:1]1[CH2:6][CH2:5][CH2:4][CH2:3][CH:2]1[O:7][CH2:8][CH2:9][CH2:10][CH2:11][CH2:12][P:13](=[O:20])([O:17][CH2:18][CH3:19])[O:14][CH2:15][CH3:16].[CH2:21]([Li])CCC.CI.[Cl-].[Na+]>CCCCCC.C(OCC)(=O)C.O1CCCC1>[CH3:21][CH:12]([P:13](=[O:20])([O:14][CH2:15][CH3:16])[O:17][CH2:18][CH3:19])[CH2:11][CH2:10][CH2:9][CH2:8][O:7][CH:2]1[CH2:3][CH2:4][CH2:5][CH2:6][O:1]1 |f:3.4|. Procedure: 30 g (0.097 mol) of diethyl 5-(tetrahydropyran-2-yloxy)pentylphosphonate were initially introduced into 200 ml of absolute tetrahydrofuran under an argon atmosphere, cooled to -70° C. and treated with 42.8 ml (0.107 mol) of a 2.5 molar solution of butyllithium in hexane. After addition, the solution was stirred for a further 30 minutes and 15.6 g (0.11 mol) of methyl iodide were then slowly added dropwise. The mixture was stirred at -70° C. for a further 2 hours and at room temperature for 4 hou... Conditions: temperature 25 celsius, time 8 hour. As a reaction SMILES: [NH2:1][C@H:2]1[CH2:7][CH2:6][CH2:5][CH2:4][C@H:3]1[NH:8][C:9]([C:11]1[C:19]2[C:14](=[N:15][CH:16]=[C:17]([C:20]3[C:28]4[C:23](=[CH:24][CH:25]=[C:26]([O:29][CH3:30])[CH:27]=4)[N:22]([CH3:31])[N:21]=3)[N:18]=2)[N:13](COCC[Si](C)(C)C)[CH:12]=1)=[O:10].C(O)(C(F)(F)F)=O>ClCCl>[NH2:1][C@H:2]1[CH2:7][CH2:6][CH2:5][CH2:4][C@H:3]1[NH:8][C:9]([C:11]1[C:19]2[C:14](=[N:15][CH:16]=[C:17]([C:20]3[C:28]4[C:23](=[CH:24][CH:25]=[C:26]([O:29][CH3:30])[CH:27]=4)[N:22]([CH3:31])[N:21]=3)[N:18]=2)[NH:13][CH:12]=1)=[O:10]. Starting materials: N[C@@H]1[C@@H](CCCC1)NC(=O)C1=CN(C2=NC=C(N=C21)C2=NN(C1=CC=C(C=C21)OC)C)COCC[Si](C)(C)C (N-((1R,2S)-2-aminocyclohexyl)-2-(5-methoxy-1-methyl-1H-indazol-3-yl)-5-((2-(trimethylsilyl)ethoxy)methyl)-5H-pyrrolo[2,3-b]pyrazine-7-carboxamide), C(=O)(C(F)(F)F)O (TFA). Procedure details: To a pale yellow solution of N-((1R,2S)-2-aminocyclohexyl)-2-(5-methoxy-1-methyl-1H-indazol-3-yl)-5-((2-(trimethylsilyl)ethoxy)methyl)-5H-pyrrolo[2,3-b]pyrazine-7-carboxamide (21 mg, 38.2 μmol) in dichloromethane (3.00 mL) was added TFA (1.48 g, 1.00 mL, 13.0 mmol, Eq: 340), the reaction mixture turned dark red and was stirred at 25° C. overnight then concentrated. The residue was re-dissolved in 5 mL of a solution of (dichloromethane/MeOH/ammonium hydroxide; 60:10:1) and stirred at 25° C. for 3... Run in ClCCl (dichloromethane). Yield: 56.3%. The product is N[C@@H]1[C@@H](CCCC1)NC(=O)C1=CNC2=NC=C(N=C21)C2=NN(C1=CC=C(C=C21)OC)C (N-((1R,2S)-2-aminocyclohexyl)-2-(5-methoxy-1-methyl-1H-indazol-3-yl)-5H-pyrrolo[2,3-b]pyrazine-7-carboxamide). The product is CC(=O)Nc1c(I)c(C(=O)OC(C)OC(=O)OCc2ccccc2)c(I)c(N(C)C(C)=O)c1I. RXN SMILES: [C:15]([CH3:16])(=[O:17])[NH:18][c:19]1[c:20]([I:35])[c:21]([N:30]([CH3:31])[C:32]([CH3:33])=[O:34])[c:22]([I:29])[c:23]([C:26](=[O:27])[O-:28])[c:24]1[I:25].[C:1]([O:2][CH:3]([CH3:4])[Cl:5])([O:6][CH2:7][c:8]1[cH:9][cH:10][cH:11][cH:12][cH:13]1)=[O:14].[I-:38].[K+:36].[Na+:37].[O:39]=[CH:40][N:41]([CH3:42])[CH3:43]>>[C:1]([O:2][CH:3]([CH3:4])[O:28][C:26]([c:23]1[c:22]([I:29])[c:21]([N:30]([CH3:31])[C:32]([CH3:33])=[O:34])[c:20]([I:35])[c:19]([NH:18][C:15]([CH3:16])=[O:17])[c:24]1[I:25])=[O:27])([O:6][CH2:7][c:8]1[cH:9][cH:10][cH:11][cH:12][cH:13]1)=[O:14]. Reactants: CC(=O)Nc1c(I)c(C(=O)[O-])c(I)c(N(C)C(C)=O)c1I, CC(Cl)OC(=O)OCc1ccccc1, [I-], [K+], [Na+], CN(C)C=O. Reactants: [Cl-].COC[P+](C1=CC=CC=C1)(C1=CC=CC=C1)C1=CC=CC=C1 (methoxymethyltriphenylphosphonium chloride), ClC=1C(=C(C=CC1)C(C(=O)OC)=O)C (methyl 3-chloro-2-methylphenylglyoxylate), ice water, C[O-].[Na+] (sodium methanolate). Run in CN(C=O)C (dimethylformamide), CN(C=O)C (dimethylformamide). Conditions: time 20 minute. Product: ClC=1C(=C(C=CC1)C(C(=O)OC)=COC)C (Methyl α-(3-chloro-2-methylphenyl)-β-methoxyacrylate). As a reaction SMILES: [Cl-].[CH3:2][O:3][CH2:4][P+](C1C=CC=CC=1)(C1C=CC=CC=1)C1C=CC=CC=1.C[O-].[Na+].[Cl:27][C:28]1[C:29]([CH3:40])=[C:30]([C:34](=O)[C:35]([O:37][CH3:38])=[O:36])[CH:31]=[CH:32][CH:33]=1>CN(C)C=O>[Cl:27][C:28]1[C:29]([CH3:40])=[C:30]([C:34](=[CH:2][O:3][CH3:4])[C:35]([O:37][CH3:38])=[O:36])[CH:31]=[CH:32][CH:33]=1 |f:0.1,2.3|. Reported procedure: 92.3 g of methoxymethyltriphenylphosphonium chloride were suspended in 500 ml of anhydrous dimethylformamide, and 42.3 g of 30% strength sodium methanolate solution were added. After 20 minutes, a solution of 30 g of methyl 3-chloro-2-methylphenylglyoxylate in 200 ml of dimethylformamide was added dropwise to the pale yellow suspension. After a further 3 hours at room temperature, the mixture was poured into ice-water and extracted three times using methyl tert-butyl ether. It was dried over sod... Starting materials: C(C#C)Br (propargyl bromide), [Mg] (magnesium), [Cl-].[NH4+] (ammonium chloride), C(C#C)Br (propargyl bromide), C1(CCCCC1)=O (cyclohexanone), C(C#C)Br (propargyl bromide), C(C#C)Br (propargyl bromide), [Mg] (magnesium), C(C#C)Br.C1(CCCCC1)=O (propargyl bromide cyclohexanone), C(C#C)Br (propargyl bromide), mercuric chloride, II (iodine). Solvent: 1-l, CCOCC (ether), CCOCC (ether), CCOCC (ether). Product: C(C#C)C1(CCCCC1)O (1-propargyl-1-hydroxycyclohexane). RXN SMILES: [Mg].II.[CH2:4](Br)[C:5]#[CH:6].[C:8]1(=[O:14])[CH2:13][CH2:12][CH2:11][CH2:10][CH2:9]1.C(Br)C#C.C1(=O)CCCCC1.[Cl-].[NH4+]>CCOCC>[CH2:6]([C:8]1([OH:14])[CH2:13][CH2:12][CH2:11][CH2:10][CH2:9]1)[C:5]#[CH:4] |f:4.5,6.7|. Procedure: A stirred suspension of 121.6 g (5.0 mol) of magnesium in 1-l of anhydrous ether is treated with 0.6 g of mercuric chloride and about 100 mg of iodine. After several minutes, 3 ml of propargyl bromide is added and if no exotherm is noted, a small amount of reacting propargyl bromide and magnesium in ether is added. When the reaction beings, a mixture of 5.0 mol of cyclohexanone and 595 g (5.0 mol) of propargyl bromide is added dropwise at a rate that produces vigorous refluxing of the solution. ... Reactants: ClC1=C(C(=CC=C1Cl)Cl)O (2,3,6-trichlorophenol), C1OC2=C(C=CC=C2O1)O (methylenedioxyphenol), CC(C)([O-])C.[K+] (potassium tert-butoxide), C(C#C)Br (propargyl bromide), C1=CC=CC=2C3=CC=CC=C3C(C12)COC(=O)C1=C(C(=C(OCCCCC(=O)O)C=C1OC)CN)OC (5-(4-(9-Fluorenylmethyloxy carbonyl)-Aminomethyl-3,5-Dimethoxyphenoxy)-Valeric Acid), Peptide. Solvent: CN(C)C=O (DMF). Conditions: temperature 110 celsius, time 5 hour. Product: ClC1(C(C=C(C=C1)Cl)Cl)C1=CC(=CC=C1)OCC#C (1,2,4-trichlorophenyl-3-(2-propynyloxy) benzene), crude product. RXN SMILES: C1C2C(COC([C:18]3[C:31](OC)=[CH:30][C:21]([O:22][CH2:23][CH2:24][CH2:25]CC(O)=O)=[C:20](CN)[C:19]=3OC)=O)C3C(=CC=CC=3)C=2C=CC=1.[Cl:38][C:39]1[C:44]([Cl:45])=[CH:43][CH:42]=[C:41]([Cl:46])[C:40]=1O.C1OC2C(=C(O)C=CC=2)O1.CC(C)([O-])C.[K+].C(Br)C#C>CN(C=O)C>[Cl:45][C:44]1([C:19]2[CH:18]=[CH:31][CH:30]=[C:21]([O:22][CH2:23][C:24]#[CH:25])[CH:20]=2)[CH:43]=[CH:42][C:41]([Cl:46])=[CH:40][CH:39]1[Cl:38] |f:3.4|. Procedure details: 1,2,4-trichlorophenyl-3-(2-propynyloxy) benzene (TCPB) and 1-(2-propynyloxy)methylenedioxyphenyl ether (MDPPE) were synthesized by the method of F. Albericio et al., "Preparation and Application of the 5-(4-(9-Fluorenylmethyloxy carbonyl)-Aminomethyl-3,5-Dimethoxyphenoxy)-Valeric Acid Handle for the Solid Phase Synthesis of C-Terminal Peptide Amides under Mild Conditions," J. Org. Chem. vol. 55, pp. 3730-3743 (1990) (FIG. 2). A mixture of 2,3,6-trichlorophenol or methylenedioxyphenol (0.05 mole)... Reactants: S1C(=NC2=C1C=CC=C2)C(=O)Cl (benzothiazol-2-carbonyl chloride), NCCCCO (4-aminobutan-1-ol), C(=O)([O-])[O-].[K+].[K+] (K2CO3). Solvent: C(C)#N (acetonitrile). Yields the product OCCCCNC(=O)C=1SC2=C(N1)C=CC=C2 (N-(4-hydroxybutyl)benzothiazole-2-carboxamide). RXN SMILES: [S:1]1[C:5]2[CH:6]=[CH:7][CH:8]=[CH:9][C:4]=2[N:3]=[C:2]1[C:10](Cl)=[O:11].[NH2:13][CH2:14][CH2:15][CH2:16][CH2:17][OH:18].C([O-])([O-])=O.[K+].[K+]>C(#N)C>[OH:18][CH2:17][CH2:16][CH2:15][CH2:14][NH:13][C:10]([C:2]1[S:1][C:5]2[CH:6]=[CH:7][CH:8]=[CH:9][C:4]=2[N:3]=1)=[O:11] |f:2.3.4|. Reported procedure: 1 g (5 mmol) benzothiazol-2-carbonyl chloride, 542 mg (6 mmol) 4-aminobutan-1-ol and 1.4 g (10 mmol) K2CO3 in acetonitrile is stirred for three days at room temperature. The solvent is evaporated and the product is dissolved in ethyl acetate and washed with 2N HCl and water. After evaporation of the solvent the yellow semisolid is crystallized from ethyl acetate. Starting materials: C1=CC(=CC(=C1)Cl)C(=O)OO (m-CPBA), CSC1=NC=CC(=N1)N1N=NC2=C1C=CC=C2 (1-(2-Methylsulfanyl-pyrimidin-4-yl)-1H-benzotriazole), S(=S)(=O)([O-])[O-].[Na+].[Na+] (sodium thiosulfate). Run in C(Cl)(Cl)Cl (CHCl3). Conditions: time 16 hour. Yields the product CS(=O)(=O)C1=NC=CC(=N1)N1N=NC2=C1C=CC=C2 (1-(2-methanesulfonyl-pyrimidin-4-yl)-1H-benzotriazole). Isolated yield 68.0%. As a reaction SMILES: CS[C:3]1[N:8]=[C:7]([N:9]2[C:13]3[CH:14]=[CH:15][CH:16]=[CH:17][C:12]=3[N:11]=[N:10]2)[CH:6]=[CH:5][N:4]=1.[CH:18]1C=C(Cl)C=C(C(OO)=O)C=1.[S:29]([O-:33])([O-])(=[O:31])=S.[Na+].[Na+]>C(Cl)(Cl)Cl>[CH3:18][S:29]([C:3]1[N:8]=[C:7]([N:9]2[C:13]3[CH:14]=[CH:15][CH:16]=[CH:17][C:12]=3[N:11]=[N:10]2)[CH:6]=[CH:5][N:4]=1)(=[O:33])=[O:31] |f:2.3.4|. Procedure: 1-(2-Methylsulfanyl-pyrimidin-4-yl)-1H-benzotriazole (27.05 g, 111 mmol) was dissolved/suspended in 600 mL of CHCl3 in a 2 L round bottom flask. The mixture was cooled with an ice bath and m-CPBA (58.03 g, 259 mmol, ca. 77%) was slowly added portionwise, while maintaining the reaction temperature below 15° C. The reaction mixture was slowly warmed to RT and stirred for 16 hours, then refluxed for 1 hour. It was cooled and treated with aqueous sodium thiosulfate; the organic layer was separated a... Starting materials: C1(=O)OCC2=CC=CC=C12 (phthalide), [Na][Na] (disodium), OC1=CC=C(C=C1)CC(=O)O (p-hydroxyphenylacetic acid), 6,11-dihydro-11-oxodibenz[b,e]oxepins. Yields the product C(=O)(O)C1=C(COC2=CC=C(C=C2)CC(=O)O)C=CC=C1 (4-(2-carboxybenzyloxy)phenylacetic acid). RXN SMILES: [C:1]1([C:10]2[C:5](=[CH:6][CH:7]=[CH:8][CH:9]=2)[CH2:4][O:3]1)=[O:2].[Na][Na].[OH:13][C:14]1[CH:19]=[CH:18][C:17]([CH2:20][C:21]([OH:23])=[O:22])=[CH:16][CH:15]=1>>[C:1]([C:10]1[CH:9]=[CH:8][CH:7]=[CH:6][C:5]=1[CH2:4][O:13][C:14]1[CH:15]=[CH:16][C:17]([CH2:20][C:21]([OH:23])=[O:22])=[CH:18][CH:19]=1)([OH:3])=[O:2]. Procedure: Those 6,11-dihydro-11-oxodibenz[b,e]oxepins of this invention wherein the substituent at the 2-position is 4-hydroxy-3-pyrrolin-2,5-dione-3-yl may be prepared according to the following general reaction scheme: ##STR9## wherein R2 and R3 are as previously defined, by treating an appropriately substituted R2 and/or R3 phthalide with the disodium salt of p-hydroxyphenylacetic acid at 170°-250° C. for 2-3 hours to obtain the corresponding 4-(2-carboxybenzyloxy)phenylacetic acid. The disodium salt o...